This data is from the Open Reaction Database (ORD), a public repository of structured organic reaction records. The task is: describe an organic reaction: reactants, conditions, products, and yield The reactants are BrC(Br)(Br)Br, C1CCOC1, Nc1ncnn2c(CCO)cc(-c3ccc(NC(=O)Nc4cc(C(F)(F)F)ccc4F)c(F)c3)c12, O, c1ccc(P(c2ccccc2)c2ccccc2)cc1. Yields the product Nc1ncnn2c(CCBr)cc(-c3ccc(NC(=O)Nc4cc(C(F)(F)F)ccc4F)c(F)c3)c12. RXN SMILES: [Br:36][C:37]([Br:38])([Br:39])[Br:40].[CH2:61]1[O:62][CH2:63][CH2:64][CH2:65]1.[NH2:1][c:2]1[n:3][cH:4][n:5][n:6]2[c:7]1[c:8](-[c:14]1[cH:15][c:16]([F:35])[c:17]([NH:20][C:21](=[O:22])[NH:23][c:24]3[c:25]([F:34])[cH:26][cH:27][c:28]([C:30]([F:31])([F:32])[F:33])[cH:29]3)[cH:18][cH:19]1)[cH:9][c:10]2[CH2:11][CH2:12][OH:13].[OH2:60].[c:41]1([P:42]([c:43]2[cH:44][cH:45][cH:46][cH:47][cH:48]2)[c:49]2[cH:50][cH:51][cH:52][cH:53][cH:54]2)[cH:55][cH:56][cH:57][cH:58][cH:59]1>>[NH2:1][c:2]1[n:3][cH:4][n:5][n:6]2[c:7]1[c:8](-[c:14]1[cH:15][c:16]([F:35])[c:17]([NH:20][C:21](=[O:22])[NH:23][c:24]3[c:25]([F:34])[cH:26][cH:27][c:28]([C:30]([F:31])([F:32])[F:33])[cH:29]3)[cH:18][cH:19]1)[cH:9][c:10]2[CH2:11][CH2:12][Br:36]. The reactants are CC(C)C(O)C1CN(C(=O)OC(C)(C)C)C1, ClCCl, O=C(O)C(F)(F)F. Product: CC(C)C(O)C1CNC1. As a reaction SMILES: [C:8]([O:9][C:10](=[O:11])[N:15]1[CH2:16][CH:17]([CH:19]([CH:20]([CH3:21])[CH3:22])[OH:23])[CH2:18]1)([CH3:12])([CH3:13])[CH3:14].[Cl:24][CH2:25][Cl:26].[OH:1][C:2]([C:3]([F:4])([F:5])[F:6])=[O:7]>>[NH:15]1[CH2:16][CH:17]([CH:19]([CH:20]([CH3:21])[CH3:22])[OH:23])[CH2:18]1.